Dataset: the Open Reaction Database (ORD), a public repository of structured organic reaction records. Task: describe an organic reaction: reactants, conditions, products, and yield The reactants are O=[N+]([O-])c1ccc(N2CCOCC2)cc1OCCBr, CS(C)=O, CCOCC, ClCCl, N#C[Na], O. The product is N#CCCOc1cc(N2CCOCC2)ccc1[N+](=O)[O-]. Reaction SMILES: [Br:4][CH2:5][CH2:6][O:7][c:8]1[cH:9][c:10]([N:17]2[CH2:18][CH2:19][O:20][CH2:21][CH2:22]2)[cH:11][cH:12][c:13]1[N+:14](=[O:15])[O-:16].[CH3:26][S:27](=[O:28])[CH3:29].[CH3:30][CH2:31][O:32][CH2:33][CH3:34].[Cl:23][CH2:24][Cl:25].[Na:1][C:2]#[N:3].[OH2:35]>>[C:2](#[N:3])[CH2:5][CH2:6][O:7][c:8]1[cH:9][c:10]([N:17]2[CH2:18][CH2:19][O:20][CH2:21][CH2:22]2)[cH:11][cH:12][c:13]1[N+:14](=[O:15])[O-:16]. Solvent: CN(C)C=O (DMF). The product is C(C1=CC=CC=C1)OC1=NN(C2=C1C(=NC(=C2)Cl)C)C(C2=CC=CC=C2)(C2=CC=CC=C2)C2=CC=CC=C2 (3-(benzyloxy)-6-chloro-4-methyl-1-trityl-1H-pyrazolo[4,3-c]pyridine). Starting materials: ClC1=CC2=C(C(=N1)C)C(NN2C(C2=CC=CC=C2)(C2=CC=CC=C2)C2=CC=CC=C2)=O (6-chloro-4-methyl-1-trityl-1H-pyrazolo[4,3-c]pyridin-3(2H)-one), ClC1=CC2=C(C(=N1)C)C(NN2C(C2=CC=CC=C2)(C2=CC=CC=C2)C2=CC=CC=C2)=O (6-chloro-4-methyl-1-trityl-1H-pyrazolo[4,3-c]pyridin-3(2H)-one), C([O-])([O-])=O.[K+].[K+] (potassium carbonate), C(C1=CC=CC=C1)Br (benzyl bromide). As a reaction SMILES: [Cl:1][C:2]1[N:7]=[C:6]([CH3:8])[C:5]2[C:9](=[O:31])[NH:10][N:11]([C:12]([C:25]3[CH:30]=[CH:29][CH:28]=[CH:27][CH:26]=3)([C:19]3[CH:24]=[CH:23][CH:22]=[CH:21][CH:20]=3)[C:13]3[CH:18]=[CH:17][CH:16]=[CH:15][CH:14]=3)[C:4]=2[CH:3]=1.C(=O)([O-])[O-].[K+].[K+].[CH2:38](Br)[C:39]1[CH:44]=[CH:43][CH:42]=[CH:41][CH:40]=1>CN(C=O)C>[CH2:38]([O:31][C:9]1[C:5]2[C:6]([CH3:8])=[N:7][C:2]([Cl:1])=[CH:3][C:4]=2[N:11]([C:12]([C:13]2[CH:18]=[CH:17][CH:16]=[CH:15][CH:14]=2)([C:19]2[CH:20]=[CH:21][CH:22]=[CH:23][CH:24]=2)[C:25]2[CH:26]=[CH:27][CH:28]=[CH:29][CH:30]=2)[N:10]=1)[C:39]1[CH:44]=[CH:43][CH:42]=[CH:41][CH:40]=1 |f:1.2.3|. Reaction conditions: time 2 hour. Procedure details: A mixture of 6-chloro-4-methyl-1-trityl-1H-pyrazolo[4,3-c]pyridin-3(2H)-one (16.10 g, 37.8 mmol, Intermediate 4B), potassium carbonate (17.75 g, 128 mmol) and benzyl bromide (6.3 ml, 53.0 mmol) in DMF (100 ml) was stirred at RT for 2 hr. Quenched with water and extracted into ether. Washed organics with brine, dried over MgSO4, filtered, concentrated in vacuo and triturated with hexanes to provide 3-(benzyloxy)-6-chloro-4-methyl-1-trityl-1H-pyrazolo[4,3-c]pyridine. MS: [M+H]+ m/z 516. As a reaction SMILES: Cl[C:2]([O:4][CH2:5][C:6]1[CH:11]=[CH:10][CH:9]=[CH:8][CH:7]=1)=[O:3].[C:12]([O:16][C:17]([NH:19][C@:20]12[CH2:28][N:27]([C@@H](C3C=CC=CC=3)C)[CH2:26][C@@H:25]1[CH2:24][CH:23]=[CH:22][CH2:21]2)=[O:18])([CH3:15])([CH3:14])[CH3:13]>ClCCl>[CH2:5]([O:4][C:2]([N:27]1[CH2:28][C@@:20]2([NH:19][C:17]([O:16][C:12]([CH3:15])([CH3:14])[CH3:13])=[O:18])[C@@H:25]([CH2:24][CH:23]=[CH:22][CH2:21]2)[CH2:26]1)=[O:3])[C:6]1[CH:11]=[CH:10][CH:9]=[CH:8][CH:7]=1. Run in ClCCl (dichloromethane). Product: C(C1=CC=CC=C1)OC(=O)N1C[C@@H]2CC=CC[C@]2(C1)NC(=O)OC(C)(C)C ((1S,6S)-8-Benzyloxycarbonyl-1-tert-butoxycarbonylamino-8-azabicyclo[4.3.0]non-3-ene). Reaction conditions: time 17 hour. Reactants: ClC(=O)OCC1=CC=CC=C1 (Benzyl chloroformate), C(C)(C)(C)OC(=O)N[C@]12CC=CC[C@H]2CN(C1)[C@H](C)C1=CC=CC=C1 ((1S,6S)-1-tert-butoxycarbonylamino-8-[(1R)-1-phenylethyl]-8-azabicyclo[4.3.0]non-3-ene). Isolated yield 76.9%. Reported procedure: Benzyl chloroformate (0.600 mL, 4.20 mmol) was added to a solution of (1S,6S)-1-tert-butoxycarbonylamino-8-[(1R)-1-phenylethyl]-8-azabicyclo[4.3.0]non-3-ene (479 mg, 1.40 mmol) in dichloromethane (4.66 mL) in a nitrogen atmosphere, and the mixture was stirred at room temperature for 17 hours. The reaction solution was concentrated under reduced pressure. Then, the residue was purified by silica gel column chromatography (hexane:ethyl acetate=100:0→95:5→90:10→75:25→66:34) to give 401 mg of the ti... The reactants are ClC(=O)OCC1=CC=CC=C1 (benzyl chloroformate), ice H2O, N[C@@H]1C(N([C@@H]1CCC=1OC=CC1)CC(=O)OC(C)(C)C)=O ((±)-t-butyl 2-[cis-3-amino-4-(2-(2-furyl)ethyl)-2-oxoazetidin-1-yl]acetate), C(C)(C)N(CC)C(C)C (diisopropylethylamine). The solvent is C(Cl)Cl (methylene chloride), C(Cl)Cl (methylene chloride). Reaction conditions: time 0.33 hour. The product is C(C1=CC=CC=C1)OC(=O)N[C@@H]1C(N([C@@H]1CCC=1OC=CC1)CC(=O)OC(C)(C)C)=O ((±)-t-Butyl 2-[cis-3-benzyloxycarbonylamino-4-(2-(2-furyl)ethyl)-2-oxoazetidin-1-yl]acetate). The yield is 72.1%. RXN SMILES: Cl[C:2]([O:4][CH2:5][C:6]1[CH:11]=[CH:10][CH:9]=[CH:8][CH:7]=1)=[O:3].[NH2:12][C@H:13]1[C@@H:16]([CH2:17][CH2:18][C:19]2[O:20][CH:21]=[CH:22][CH:23]=2)[N:15]([CH2:24][C:25]([O:27][C:28]([CH3:31])([CH3:30])[CH3:29])=[O:26])[C:14]1=[O:32].C(N(C(C)C)CC)(C)C>C(Cl)Cl>[CH2:5]([O:4][C:2]([NH:12][C@H:13]1[C@@H:16]([CH2:17][CH2:18][C:19]2[O:20][CH:21]=[CH:22][CH:23]=2)[N:15]([CH2:24][C:25]([O:27][C:28]([CH3:30])([CH3:29])[CH3:31])=[O:26])[C:14]1=[O:32])=[O:3])[C:6]1[CH:11]=[CH:10][CH:9]=[CH:8][CH:7]=1. Procedure details: A solution of benzyl chloroformate (485 μL, 3.4 mmols) in methylene chloride (2.5 mL) was added dropwise to a stirred, cooled (ice/H2O bath) solution of (±)-t-butyl 2-[cis-3-amino-4-(2-(2-furyl)ethyl)-2-oxoazetidin-1-yl]acetate (1.0 g, 3.4 mmols) and diisopropylethylamine (592 μL, 3.4 mmols) in methylene chloride (10 mL). Stirring was continued with cooling for 0.5 hr and then for 0.33 hr at ambient temperatures. The solution was sequentially washed with 0.5M (ph 4) ammonium phosphate, H2O, dilu... Yields the product C1=CC=C(C=2OC3=C(C21)C=CC=C3)C(=O)NC=3C=CC(=C(NC2=NC(=NC=C2)OC2CCN(CC2)C)C3)C (4-[5-(4-Dibenzofuranylcarbonylamino)-2-methylanilino]-2-(N-methylpiperidin-4-yloxy)pyrimidine). Reaction SMILES: Cl[C:2]1[N:7]=[C:6]([NH:8][C:9]2[CH:14]=[C:13]([NH:15][C:16]([C:18]3[C:23]4[O:24][C:25]5[CH:30]=[CH:29][CH:28]=[CH:27][C:26]=5[C:22]=4[CH:21]=[CH:20][CH:19]=3)=[O:17])[CH:12]=[CH:11][C:10]=2[CH3:31])[CH:5]=[CH:4][N:3]=1.[OH:32][CH:33]1[CH2:38][CH2:37][N:36]([CH3:39])[CH2:35][CH2:34]1>>[CH:21]1[C:22]2[C:26]3[CH:27]=[CH:28][CH:29]=[CH:30][C:25]=3[O:24][C:23]=2[C:18]([C:16]([NH:15][C:13]2[CH:12]=[CH:11][C:10]([CH3:31])=[C:9]([CH:14]=2)[NH:8][C:6]2[CH:5]=[CH:4][N:3]=[C:2]([O:32][CH:33]3[CH2:38][CH2:37][N:36]([CH3:39])[CH2:35][CH2:34]3)[N:7]=2)=[O:17])=[CH:19][CH:20]=1. Starting materials: ClC1=NC=CC(=N1)NC1=C(C=CC(=C1)NC(=O)C1=CC=CC2=C1OC1=C2C=CC=C1)C (2-chloro-4-[5-(4-dibenzofuranylcarbonylamino)-2-methylanilino]pyrimidine), OC1CCN(CC1)C (4-hydroxy-N-methylpiperidine). Procedure: Using an analogous procedure to that described in Example 8, 2-chloro-4-[5-(4-dibenzofuranylcarbonylamino)-2-methylanilino]pyrimidine was reacted with 4-hydroxy-N-methylpiperidine. The reaction mixture was evaporated and the residue was purified by column chromatography on silica using increasingly polar mixtures of methylene chloride and methanol as eluent followed by increasingly polar mixtures of methylene chloride and methanol containing 1% aqueous ammonium hydroxide solution. There was thus...